describe an organic reaction: reactants, conditions, products, and yield From a dataset of the Open Reaction Database (ORD), a public repository of structured organic reaction records. Starting materials: C(#C)C=1C=NN2C1N=C(C=C2C(F)(F)F)C2=CC=C(C=C2)C(F)(F)F (3-ethynyl-7-trifluoromethyl-5-(4-trifluoromethyl-phenyl)-pyrazolo[1,5-a]pyrimidine), ClC1=NC=CC(=N1)Cl (2,4-dichloropyrimidine). Yields the product ClC1=NC=CC(=N1)C#CC=1C=NN2C1N=C(C=C2C(F)(F)F)C2=CC=C(C=C2)C(F)(F)F (3-(2-Chloro-pyrimidin-4-ylethynyl)-7-trifluoromethyl-5-(4-trifluoromethyl-phenyl)-pyrazolo[1,5-a]pyrimidine), solid. The yield is 47.0%. Procedure details: The title compound was prepared from 3-ethynyl-7-trifluoromethyl-5-(4-trifluoromethyl-phenyl)-pyrazolo[1,5-a]pyrimidine (example C.1) (355 mg, 1.0 mmol) and commercially available 2,4-dichloropyrimidine (194 mg, 1.3 mmol) according to general procedure II. Obtained as an orange solid (220 mg, 47%). MS (ISP) 468.1 [(M+H)+]; mp 192-195° C. As a reaction SMILES: [C:1]([C:3]1[CH:4]=[N:5][N:6]2[C:11]([C:12]([F:15])([F:14])[F:13])=[CH:10][C:9]([C:16]3[CH:21]=[CH:20][C:19]([C:22]([F:25])([F:24])[F:23])=[CH:18][CH:17]=3)=[N:8][C:7]=12)#[CH:2].[Cl:26][C:27]1[N:32]=[C:31](Cl)[CH:30]=[CH:29][N:28]=1>>[Cl:26][C:27]1[N:32]=[C:31]([C:2]#[C:1][C:3]2[CH:4]=[N:5][N:6]3[C:11]([C:12]([F:14])([F:13])[F:15])=[CH:10][C:9]([C:16]4[CH:21]=[CH:20][C:19]([C:22]([F:25])([F:24])[F:23])=[CH:18][CH:17]=4)=[N:8][C:7]=23)[CH:30]=[CH:29][N:28]=1. Starting materials: COc1cc(Br)c(F)cc1-n1cnc(C)c1, [C-]#N, [C-]#N, CCOC(C)=O, N, CN(C)C=O, O=C(C=Cc1ccccc1)C=Cc1ccccc1, O=C(C=Cc1ccccc1)C=Cc1ccccc1, O=C(C=Cc1ccccc1)C=Cc1ccccc1, [Pd], [Pd], [Zn+2]. Yields the product COc1cc(C#N)c(F)cc1-n1cnc(C)c1. RXN SMILES: [Br:1][c:2]1[cH:3][c:4]([O:15][CH3:16])[c:5](-[n:9]2[cH:10][n:11][c:12]([CH3:14])[cH:13]2)[cH:6][c:7]1[F:8].[C-:29]#[N:30].[C-:32]#[N:33].[CH3:18][CH2:19][O:20][C:21](=[O:22])[CH3:23].[NH3:17].[O:24]=[CH:25][N:26]([CH3:27])[CH3:28].[O:36]=[C:37]([CH:38]=[CH:39][c:40]1[cH:41][cH:42][cH:43][cH:44][cH:45]1)[CH:46]=[CH:47][c:48]1[cH:49][cH:50][cH:51][cH:52][cH:53]1.[O:54]=[C:55]([CH:56]=[CH:57][c:58]1[cH:59][cH:60][cH:61][cH:62][cH:63]1)[CH:64]=[CH:65][c:66]1[cH:67][cH:68][cH:69][cH:70][cH:71]1.[O:72]=[C:73]([CH:74]=[CH:75][c:76]1[cH:77][cH:78][cH:79][cH:80][cH:81]1)[CH:82]=[CH:83][c:84]1[cH:85][cH:86][cH:87][cH:88][cH:89]1.[Pd:34].[Pd:35].[Zn+2:31]>>[c:2]1([C:18]#[N:17])[cH:3][c:4]([O:15][CH3:16])[c:5](-[n:9]2[cH:10][n:11][c:12]([CH3:14])[cH:13]2)[cH:6][c:7]1[F:8]. Starting materials: FC1=C(C=C(C(=C1)Br)OC(=O)OC)[N+](=O)[O-] (2-fluoro-4-bromo-5-methoxycarbonyloxy nitrobenzene), [H][H] (hydrogen). The reagents and catalysts are [Pt](=O)=O (platinum dioxide). Solvent: C(C)O (ethanol). Product: FC1=C(N)C=C(C(=C1)Br)OC(=O)OC (2-fluoro-4-bromo-5-methoxycarbonyloxy aniline). The yield is 106.0%. As a reaction SMILES: [F:1][C:2]1[CH:7]=[C:6]([Br:8])[C:5]([O:9][C:10]([O:12][CH3:13])=[O:11])=[CH:4][C:3]=1[N+:14]([O-])=O.[H][H]>[Pt](=O)=O.C(O)C>[F:1][C:2]1[CH:7]=[C:6]([Br:8])[C:5]([O:9][C:10]([O:12][CH3:13])=[O:11])=[CH:4][C:3]=1[NH2:14]. Procedure: To an ethanol solution (300 ml) of 2-fluoro-4-bromo-5-methoxycarbonyloxy nitrobenzene (30.4 g, 0.1 mol) was added platinum dioxide (1.0 g) and the mixture was stirred under a hydrogen atmosphere until no hydrogen was absorbed. After the removal of the catalyst by filtration, the solvent of the filtrate was evaporated under reduced pressure to give a brown solid (28.0 g) of 2-fluoro-4-bromo-5-methoxycarbonyloxy aniline. The reactants are Cl[Si](C)(C)C (chlorotrimethylsilane), solution, C(C)(C)[N-]C(C)C.[Li+] (lithium diisopropylamide), C(C1=CC=CC=C1)OC1=C(C=CC=C1)CC(=O)OC (methyl (2-benzyloxyphenyl)acetate). Solvent: O1CCCC1 (tetrahydrofuran), CCCCCC (n-hexane), CCCCCC (n-hexane). Conditions: time 30 minute. The product is C(C1=CC=CC=C1)OC1=C(C=CC=C1)C=C(O[Si](C)(C)C)OC (2-(2-benzyloxyphenyl)-1-methoxy-1-trimethylsilyloxyethylene). RXN SMILES: C([N-]C(C)C)(C)C.[Li+].[CH2:9]([O:16][C:17]1[CH:22]=[CH:21][CH:20]=[CH:19][C:18]=1[CH2:23][C:24]([O:26][CH3:27])=[O:25])[C:10]1[CH:15]=[CH:14][CH:13]=[CH:12][CH:11]=1.Cl[Si:29]([CH3:32])([CH3:31])[CH3:30]>O1CCCC1.CCCCCC>[CH2:9]([O:16][C:17]1[CH:22]=[CH:21][CH:20]=[CH:19][C:18]=1[CH:23]=[C:24]([O:26][CH3:27])[O:25][Si:29]([CH3:32])([CH3:31])[CH3:30])[C:10]1[CH:11]=[CH:12][CH:13]=[CH:14][CH:15]=1 |f:0.1|. Reported procedure: To a dry ice-acetone bath cooled 1.45M solution of lithium diisopropylamide in a mixture of tetrahydrofuran and n-hexane (1.4 ml) was added methyl (2-benzyloxyphenyl)acetate (256 mg). The mixture was stirred for 30 minutes at the same temperature and then for 30 minutes at 0° C. After cooling the solution to −78° C. chlorotrimethylsilane (0.3 ml) was added and the mixture was allowed to warm to room temperature. The solution was diluted with n-hexane (50 ml), filtered through celite, and concent... The reactants are α-N-trifluoroacetyl-daunomycin, C[C@H]1[C@H]([C@H](C[C@@H](O1)O[C@H]2C[C@@](CC3=C(C4=C(C(=C23)O)C(=O)C5=C(C4=O)C=CC=C5OC)O)(C(=O)C)O)N)O.Cl (daunomycin hydrochloride). Run in CO (CH3OH). The product is C[C@H]1[C@H]([C@H](C[C@@H](O1)O[C@H]2C[C@@](CC3=C(C4=C(C(=C23)O)C(=O)C5=C(C4=O)C=CC=C5OC)O)(C(=O)C)O)N)O (Daunomycin). RXN SMILES: [CH3:1][C@@H:2]1[O:7][C@@H:6]([O:8][C@@H:9]2[C:18]3[C:13](=[C:14]([OH:32])[C:15]4[C:24](=[O:25])[C:23]5[CH:26]=[CH:27][CH:28]=[C:29]([O:30][CH3:31])[C:22]=5[C:20](=[O:21])[C:16]=4[C:17]=3[OH:19])[CH2:12][C@@:11]([OH:36])([C:33]([CH3:35])=[O:34])[CH2:10]2)[CH2:5][C@H:4]([NH2:37])[C@@H:3]1[OH:38].Cl>CO>[CH3:1][C@@H:2]1[O:7][C@@H:6]([O:8][C@@H:9]2[C:18]3[C:13](=[C:14]([OH:32])[C:15]4[C:24](=[O:25])[C:23]5[CH:26]=[CH:27][CH:28]=[C:29]([O:30][CH3:31])[C:22]=5[C:20](=[O:21])[C:16]=4[C:17]=3[OH:19])[CH2:12][C@@:11]([OH:36])([C:33]([CH3:35])=[O:34])[CH2:10]2)[CH2:5][C@H:4]([NH2:37])[C@@H:3]1[OH:38] |f:0.1|. Reported procedure: Operating in accordance with the procedure of Example 2, but employing α-N-trifluoroacetyl-daunomycin (prepared as in Example 7), daunomycin hydrochloride m.p. 188°-189° C.; [α]D20 = +240° (c = 0.1 CH3OH) was obtained. Starting materials: C(C1=CC=CC=C1)OC1=C(C=CC(=C1)\C=C\C=1N(N=CC1)COCC1=CC=CC=C1)N1CC(NS1(=O)=O)=O (5-{2-Benzyloxy-4-[(E)-2-(2-benzyloxymethyl-2H-pyrazol-3-yl)-vinyl]-phenyl} 1,1-dioxo-1,2,5-thiadiazolidin-3-one). Reagents/catalysts: [Pd] (Pd/C). Solvent: CO (methanol). Yields the product OC1=C(C=CC(=C1)CCC=1NN=CC1)N1CC(NS1(=O)=O)=O (5-{2-Hydroxy-4-[2-(2H-pyrazol-3-yl)-ethyl]-phenyl}-1,1-dioxo-1,2,5-thiadiazolidin-3-one). RXN SMILES: C([O:8][C:9]1[CH:14]=[C:13](/[CH:15]=[CH:16]/[C:17]2[N:18](COCC3C=CC=CC=3)[N:19]=[CH:20][CH:21]=2)[CH:12]=[CH:11][C:10]=1[N:31]1[S:35](=[O:37])(=[O:36])[NH:34][C:33](=[O:38])[CH2:32]1)C1C=CC=CC=1>CO.[Pd]>[OH:8][C:9]1[CH:14]=[C:13]([CH2:15][CH2:16][C:17]2[NH:18][N:19]=[CH:20][CH:21]=2)[CH:12]=[CH:11][C:10]=1[N:31]1[S:35](=[O:37])(=[O:36])[NH:34][C:33](=[O:38])[CH2:32]1. Reported procedure: 5-{2-Benzyloxy-4-[(E)-2-(2-benzyloxymethyl-2H-pyrazol-3-yl)-vinyl]-phenyl} 1,1-dioxo-1,2,5-thiadiazolidin-3-one (240 mg, 0.40 mmol) is dissolved in methanol (5 mL). 10% Pd/C is added periodically (7×50 mg) at intervals over 4 days. The mixture is stirred under an atmosphere of hydrogen at balloon pressure. The catalyst is removed by filtering the mixture through Celite and the filtrate is concentrated. The residue is chromatographed (reverse phase, 0-25% EtOH/water) to afford the title compound ... Reactants: O=C1CCN(Cc2ccccc2)CC1, CCOCC, [Cl-], [Cl-], [Mg+]Cc1ccc(Cl)cc1, [NH4+]. Product: OC1(Cc2ccc(Cl)cc2)CCN(Cc2ccccc2)CC1. Reaction SMILES: [CH2:11]([c:12]1[cH:13][cH:14][cH:15][cH:16][cH:17]1)[N:18]1[CH2:19][CH2:20][C:21](=[O:24])[CH2:22][CH2:23]1.[CH2:27]([O:28][CH2:29][CH3:30])[CH3:31].[Cl-:1].[Cl-:25].[Cl:2][c:3]1[cH:4][cH:5][c:6]([CH2:7][Mg+:8])[cH:9][cH:10]1.[NH4+:26]>>[Cl:2][c:3]1[cH:4][cH:5][c:6]([CH2:7][C:21]2([OH:24])[CH2:20][CH2:19][N:18]([CH2:11][c:12]3[cH:13][cH:14][cH:15][cH:16][cH:17]3)[CH2:23][CH2:22]2)[cH:9][cH:10]1. The reactants are O=C(O)C(O)C(O)C(=O)O, CC(=O)O, O=Cc1ccccc1O, NC(Cc1c[nH]cn1)C(=O)O. Yields the product CC(=O)O, O=Cc1ccccc1O. Reaction SMILES: [C:12]([OH:13])(=[O:14])[CH:15]([CH:16]([C:17]([OH:18])=[O:19])[OH:20])[OH:21].[CH3:31][C:32](=[O:33])[OH:34].[CH:22](=[O:23])[c:24]1[cH:25][cH:26][cH:27][cH:28][c:29]1[OH:30].[NH2:1][CH:2]([CH2:3][c:4]1[n:5][cH:6][nH:7][cH:8]1)[C:9](=[O:10])[OH:11]>>[CH3:2][C:9](=[O:10])[OH:11].[CH:22](=[O:23])[c:24]1[cH:25][cH:26][cH:27][cH:28][c:29]1[OH:30].